Dataset: the Open Reaction Database (ORD), a public repository of structured organic reaction records. Task: describe an organic reaction: reactants, conditions, products, and yield Reactants: ClCCl, CC(C)(C)OC(=O)N1CCC(c2cccc(NC(=O)CCCCCNc3ccc(F)c(F)c3)c2)CC1, O=C(O)C(F)(F)F. Yields the product O=C(CCCCCNc1ccc(F)c(F)c1)Nc1cccc(C2CCNCC2)c1. As a reaction SMILES: [Cl:44][CH2:45][Cl:46].[F:1][c:2]1[cH:3][c:4]([NH:5][CH2:6][CH2:7][CH2:8][CH2:9][CH2:10][C:11](=[O:12])[NH:13][c:14]2[cH:15][c:16]([CH:20]3[CH2:21][CH2:22][N:23]([C:26]([O:27][C:28]([CH3:29])([CH3:30])[CH3:31])=[O:32])[CH2:24][CH2:25]3)[cH:17][cH:18][cH:19]2)[cH:33][cH:34][c:35]1[F:36].[OH:37][C:38]([C:39]([F:40])([F:41])[F:42])=[O:43]>>[F:1][c:2]1[cH:3][c:4]([NH:5][CH2:6][CH2:7][CH2:8][CH2:9][CH2:10][C:11](=[O:12])[NH:13][c:14]2[cH:15][c:16]([CH:20]3[CH2:21][CH2:22][NH:23][CH2:24][CH2:25]3)[cH:17][cH:18][cH:19]2)[cH:33][cH:34][c:35]1[F:36].